Dataset: the Open Reaction Database (ORD), a public repository of structured organic reaction records. Task: describe an organic reaction: reactants, conditions, products, and yield Reactants: O (water), C(C)=O (acetaldehyde), C1(CCCCC1)C(=O)Cl (cyclohexanecarbonyl chloride), [I-].[Na+] (sodium iodide). Run in C(C)#N (acetonitrile). The product is C1(CCCCC1)C(=O)OC(C)I (1-iodoethyl cyclohexanecarboxylate). The yield is 71.0%. Reaction SMILES: [I-:1].[Na+].[CH:3](=O)[CH3:4].[CH:6]1([C:12](Cl)=[O:13])[CH2:11][CH2:10][CH2:9][CH2:8][CH2:7]1.[OH2:15]>C(#N)C>[CH:6]1([C:12]([O:13][CH:3]([I:1])[CH3:4])=[O:15])[CH2:11][CH2:10][CH2:9][CH2:8][CH2:7]1 |f:0.1|. Reported procedure: In 100 ml of acetonitrile is dissolved 15 g of sodium iodide and, then, 4.4 g of acetaldehyde is added to the solution. To the mixture is added dropwise 14.6 g of cyclohexanecarbonyl chloride while stirring under ice-cooling. After completion of the addition, the reaction mixture is stirred at 5° C. for 30 minutes, then poured into 200 ml of cold water and the mixture is extracted with 200 ml of n-hexane. The extract is successively washed with water, a 5% aqueous sodium thiosulfate solution and... Starting materials: CCOC(=O)C=P(c1ccccc1)(c1ccccc1)c1ccccc1, CCc1cn(C2CC(OC(C)=O)C(C)O2)c(=O)[nH]c1=O, CS(C)=O, C(=NC1CCCCC1)=NC1CCCCC1, O=C(O)C(Cl)Cl, c1ccncc1. The product is CCOC(=O)C=CC1OC(n2cc(CC)c(=O)[nH]c2=O)CC1OC(C)=O. As a reaction SMILES: [C:42](=[O:43])([O:44][CH2:45][CH3:46])[CH:47]=[P:48]([c:49]1[cH:50][cH:51][cH:52][cH:53][cH:54]1)([c:55]1[cH:56][cH:57][cH:58][cH:59][cH:60]1)[c:61]1[cH:62][cH:63][cH:64][cH:65][cH:66]1.[C:7]([CH3:8])(=[O:9])[O:10][CH:11]1[CH2:12][CH:13]([n:17]2[c:18](=[O:19])[nH:20][c:21](=[O:22])[c:23]([CH2:25][CH3:26])[cH:24]2)[O:14][CH:15]1[CH3:16].[CH3:67][S:68](=[O:69])[CH3:70].[CH:27]1([N:28]=[C:29]=[N:30][CH:31]2[CH2:32][CH2:33][CH2:34][CH2:35][CH2:36]2)[CH2:37][CH2:38][CH2:39][CH2:40][CH2:41]1.[OH:1][C:2]([CH:3]([Cl:4])[Cl:5])=[O:6].[cH:71]1[cH:72][cH:73][n:74][cH:75][cH:76]1>>[C:7]([CH3:8])(=[O:9])[O:10][CH:11]1[CH2:12][CH:13]([n:17]2[c:18](=[O:19])[nH:20][c:21](=[O:22])[c:23]([CH2:25][CH3:26])[cH:24]2)[O:14][CH:15]1[CH:16]=[CH:47][C:42](=[O:43])[O:44][CH2:45][CH3:46].